This data is from the Open Reaction Database (ORD), a public repository of structured organic reaction records. The task is: describe an organic reaction: reactants, conditions, products, and yield Reactants: 14.8, C1(=CC=CC=C1)NC1(CCN(CC1)C(=O)OCC1=CC=CC=C1)C(=O)OC (O4 -methyl O1 -(phenylmethyl) 4-(phenylamino)-1,4-piperidinedicarboxylate), C(OCC)(=O)Cl (ethyl carbonochloridate). Reaction conditions: temperature 110 celsius. Yields the product 16.2, C(C)OC(=O)N(C1(CCN(CC1)C(=O)OCC1=CC=CC=C1)C(=O)OC)C1=CC=CC=C1 (O4 -methyl O1 -(phenylmethyl) 4-[(ethoxycarbonyl)phenylamino]-1,4-piperidinedicarboxylate). As a reaction SMILES: [C:1]1([NH:7][C:8]2([C:24]([O:26][CH3:27])=[O:25])[CH2:13][CH2:12][N:11]([C:14]([O:16][CH2:17][C:18]3[CH:23]=[CH:22][CH:21]=[CH:20][CH:19]=3)=[O:15])[CH2:10][CH2:9]2)[CH:6]=[CH:5][CH:4]=[CH:3][CH:2]=1.[C:28](Cl)(=[O:32])[O:29][CH2:30][CH3:31]>>[CH2:30]([O:29][C:28]([N:7]([C:1]1[CH:2]=[CH:3][CH:4]=[CH:5][CH:6]=1)[C:8]1([C:24]([O:26][CH3:27])=[O:25])[CH2:9][CH2:10][N:11]([C:14]([O:16][CH2:17][C:18]2[CH:19]=[CH:20][CH:21]=[CH:22][CH:23]=2)=[O:15])[CH2:12][CH2:13]1)=[O:32])[CH3:31]. Reported procedure: A mixture of 14.8 parts of O4 -methyl O1 -(phenylmethyl) 4-(phenylamino)-1,4-piperidinedicarboxylate and 203 parts of ethyl carbonochloridate is stirred and refluxed for 24 hours in an oil-bath at 110° C. The reaction mixture is evaporated and the residue is dissolved in trichloromethane. The solution is washed twice with water, dried, filtered and evaporated, yielding 16.2 parts of O4 -methyl O1 -(phenylmethyl) 4-[(ethoxycarbonyl)phenylamino]-1,4-piperidinedicarboxylate as a residue. The reactants are FC(C)(F)C1=CC(=NC=C1)OC1=C(C=C(C=C1)CCNC1=NC=NC2=NC=CN=C12)OC ((2-{4-[4-(1,1-difluoroethyl)-pyridin-2-yloxy]-3-methoxyphenyl}-ethyl)-pteridin-4-yl-amine), B(Br)(Br)Br.CCCCCC (BBr3 hexane). Solvent: C(Cl)Cl (CH2Cl2). Reaction conditions: time 8 hour. Yields the product FC(C)(F)C1=CC(=NC=C1)OC1=C(C=C(C=C1)CCNC1=NC=NC2=NC=CN=C12)O (2-[4-(1,1-difluoroethyl)-pyridin-2-yloxy]-5-[2-(pteridin-4-ylamino)-ethyl]-phenol). The yield is 57.2%. Reaction SMILES: [F:1][C:2]([C:5]1[CH:10]=[CH:9][N:8]=[C:7]([O:11][C:12]2[CH:17]=[CH:16][C:15]([CH2:18][CH2:19][NH:20][C:21]3[C:30]4[C:25](=[N:26][CH:27]=[CH:28][N:29]=4)[N:24]=[CH:23][N:22]=3)=[CH:14][C:13]=2[O:31]C)[CH:6]=1)([F:4])[CH3:3].B(Br)(Br)Br.CCCCCC>C(Cl)Cl>[F:4][C:2]([C:5]1[CH:10]=[CH:9][N:8]=[C:7]([O:11][C:12]2[CH:17]=[CH:16][C:15]([CH2:18][CH2:19][NH:20][C:21]3[C:30]4[C:25](=[N:26][CH:27]=[CH:28][N:29]=4)[N:24]=[CH:23][N:22]=3)=[CH:14][C:13]=2[OH:31])[CH:6]=1)([F:1])[CH3:3] |f:1.2|. Procedure details: To a solution of (2-{4-[4-(1,1-difluoroethyl)-pyridin-2-yloxy]-3-methoxyphenyl}-ethyl)-pteridin-4-yl-amine (1.37 g, 3.13 mmol) in CH2Cl2 (15 mL) cooled to 0° C., was added 1M BBr3/hexane (9.4 mL, 9.4 mmol). The solution was allowed to warm to room temperature and stirred overnight. The reaction was quenched with methanol and concentrated in vacuo. The residue was dissolved in small amount of methanol and poured into aqueous NaHCO3. The hydroxyaryl product precipitated and was collected by suctio... The reactants are 2A, CC1=C(C=CC=C1C(=O)C1=CC=CC2=CC=CC=C12)[N+](=O)[O-] (2-methyl-3-(1-naphthylcarbonyl)nitrobenzene), CN(C)C(OC)OC (DMF dimethyl acetal). Run in CN(C)C=O (DMF). The product is CN(C=CC1=C(C=CC=C1C(=O)C1=CC=CC2=CC=CC=C12)[N+](=O)[O-])C (2-(2-dimethylaminoethenyl)-3-(1-naphthylcarbonyl)nitrobenzene). As a reaction SMILES: [CH3:1][C:2]1[C:7]([C:8]([C:10]2[C:19]3[C:14](=[CH:15][CH:16]=[CH:17][CH:18]=3)[CH:13]=[CH:12][CH:11]=2)=[O:9])=[CH:6][CH:5]=[CH:4][C:3]=1[N+:20]([O-:22])=[O:21].[CH3:23][N:24]([CH:26](OC)OC)[CH3:25]>CN(C=O)C>[CH3:23][N:24]([CH3:26])[CH:25]=[CH:1][C:2]1[C:7]([C:8]([C:10]2[C:19]3[C:14](=[CH:15][CH:16]=[CH:17][CH:18]=3)[CH:13]=[CH:12][CH:11]=2)=[O:9])=[CH:6][CH:5]=[CH:4][C:3]=1[N+:20]([O-:22])=[O:21]. Procedure: Following a procedure similar to that described in Preparation 2A above, 57 g (0.195 mole) of 2-methyl-3-(1-naphthylcarbonyl)nitrobenzene and 103 ml (0.784 mole) of DMF dimethyl acetal in 300 ml of DMF was heated under reflux for seventeen hours and then taken to dryness to give 2-(2-dimethylaminoethenyl)-3-(1-naphthylcarbonyl)nitrobenzene as an oil.